describe an organic reaction: reactants, conditions, products, and yield From a dataset of the Open Reaction Database (ORD), a public repository of structured organic reaction records. Reactants: C1(=CC=CC=C1)C1(C=CC=2C(=NNC2C1)C(=O)O)C1=CC=CC=C1 (6,6-diphenyl-6,7-dihydro-1H-indazole-3-carboxylic acid), C1(CC1)N (cyclopropylamine), Cl.C(C)N=C=NCCCN(C)C (1-ethyl-3-(3-dimethylaminopropyl)carbodiimide hydrochloride), OC1=CC=CC=2NN=NC21 (hydroxybenzotriazole). The solvent is ClCCl (dichloromethane). Run at temperature 20 celsius, time 18 hour. The product is C1(CC1)NC(=O)C1=NNC=2CC(C=CC12)(C1=CC=CC=C1)C1=CC=CC=C1 ((N-cyclopropyl)-6,6-diphenyl-6,7-dihydro-1H-indazole-3-carboxamide). RXN SMILES: [C:1]1([C:7]2([C:19]3[CH:24]=[CH:23][CH:22]=[CH:21][CH:20]=3)[CH2:15][C:14]3[NH:13][N:12]=[C:11]([C:16]([OH:18])=O)[C:10]=3[CH:9]=[CH:8]2)[CH:6]=[CH:5][CH:4]=[CH:3][CH:2]=1.[CH:25]1([NH2:28])[CH2:27][CH2:26]1.Cl.C(N=C=NCCCN(C)C)C.OC1C2N=NNC=2C=CC=1>ClCCl>[CH:25]1([NH:28][C:16]([C:11]2[C:10]3[CH:9]=[CH:8][C:7]([C:1]4[CH:2]=[CH:3][CH:4]=[CH:5][CH:6]=4)([C:19]4[CH:20]=[CH:21][CH:22]=[CH:23][CH:24]=4)[CH2:15][C:14]=3[NH:13][N:12]=2)=[O:18])[CH2:27][CH2:26]1 |f:2.3|. Procedure details: Starting with a mixture of 1.23 g of 6,6-diphenyl-6,7-dihydro-1H-indazole-3-carboxylic acid, 0.26 cm3 of cyclopropylamine, 0.86 g of 1-ethyl-3-(3-dimethylaminopropyl)carbodiimide hydrochloride and 60 mg of hydroxybenzotriazole in solution in 30 cm3 of dichloromethane, and after stirring for 18 hours at a temperature in the region of 20° C., washing with twice 30 cm3 of distilled water and purifying the crude product obtained by flash chromatography on silica gel (30–70 μm), eluting with a cycloh...